From a dataset of the Open Reaction Database (ORD), a public repository of structured organic reaction records. describe an organic reaction: reactants, conditions, products, and yield Reactants: C(C)OC(C(C(O)C1=CC=C(C=C1)OCC1=CC=CC=C1)(C)OCC)=O (3-(4-Benzyloxyphenyl)-2-ethoxy-3-hydroxy-2-methyl propanoic acid ethyl ester), C(C)[SiH](CC)CC (triethylsilane), B(F)(F)F.CCOCC (borontrifluoride etherate). Run in ClCCl (dichloromethane). Conditions: temperature 0 celsius, time 2.5 hour. Yields the product C(C)OC(C(CC1=CC=C(C=C1)OCC1=CC=CC=C1)(C)OCC)=O (3-(4-benzyloxyphenyl)-2-ethoxy-2-methyl propanoic acid ethyl ester). Yield: 101.9%. Reaction SMILES: [CH2:1]([O:3][C:4](=[O:26])[C:5]([O:23][CH2:24][CH3:25])([CH3:22])[CH:6]([C:8]1[CH:13]=[CH:12][C:11]([O:14][CH2:15][C:16]2[CH:21]=[CH:20][CH:19]=[CH:18][CH:17]=2)=[CH:10][CH:9]=1)O)[CH3:2].C([SiH](CC)CC)C.B(F)(F)F.CCOCC>ClCCl>[CH2:1]([O:3][C:4](=[O:26])[C:5]([O:23][CH2:24][CH3:25])([CH3:22])[CH2:6][C:8]1[CH:13]=[CH:12][C:11]([O:14][CH2:15][C:16]2[CH:17]=[CH:18][CH:19]=[CH:20][CH:21]=2)=[CH:10][CH:9]=1)[CH3:2] |f:2.3|. Procedure: 3-(4-Benzyloxyphenyl)-2-ethoxy-3-hydroxy-2-methyl propanoic acid ethyl ester (0.358 g; 1 mmole) and triethylsilane (0.32 ml; 2 mmole) were dissolved in dry dichloromethane (4 ml) and cooled to 0° C. whereafter borontrifluoride etherate (0.284 g; 2 mmole) was added. The reaction mixture was then stirred at 0° C. for 2.5 hours and then quenched by addition of saturated sodium hydrogencarbonate (10 ml) and dichloromethane (10 ml). The aqueous layer was extracted three times with diethyl ether. The ... Reactants: ClC1=CC(=C(C=C1)[N+](=O)[O-])OC (4-chloro-2-(methyloxy)-1-nitrobenzene), C[C@@H]1NCCOC1 ((3S)-3-methylmorpholine), C([O-])([O-])=O.[Cs+].[Cs+] (cesium carbonate), CC1(C2=C(C(=CC=C2)P(C3=CC=CC=C3)C4=CC=CC=C4)OC5=C(C=CC=C51)P(C6=CC=CC=C6)C7=CC=CC=C7)C (XANTPHOS). The reagents and catalysts are C=1C=CC(=CC1)/C=C/C(=O)/C=C/C2=CC=CC=C2.C=1C=CC(=CC1)/C=C/C(=O)/C=C/C2=CC=CC=C2.C=1C=CC(=CC1)/C=C/C(=O)/C=C/C2=CC=CC=C2.[Pd].[Pd] (Pd2dba3). Conditions: temperature 100 celsius. The product is C[C@@H]1N(CCOC1)C1=CC(=C(N)C=C1)OC (4-[(3S)-3-methyl-4-morpholinyl]-2-(methyloxy)aniline). The yield is 42.7%. As a reaction SMILES: Cl[C:2]1[CH:7]=[CH:6][C:5]([N+:8]([O-])=O)=[C:4]([O:11][CH3:12])[CH:3]=1.[CH3:13][C@H:14]1[CH2:19][O:18][CH2:17][CH2:16][NH:15]1.C(=O)([O-])[O-].[Cs+].[Cs+].CC1(C)C2C(=C(P(C3C=CC=CC=3)C3C=CC=CC=3)C=CC=2)OC2C(P(C3C=CC=CC=3)C3C=CC=CC=3)=CC=CC1=2>C1C=CC(/C=C/C(/C=C/C2C=CC=CC=2)=O)=CC=1.C1C=CC(/C=C/C(/C=C/C2C=CC=CC=2)=O)=CC=1.C1C=CC(/C=C/C(/C=C/C2C=CC=CC=2)=O)=CC=1.[Pd].[Pd]>[CH3:13][C@H:14]1[CH2:19][O:18][CH2:17][CH2:16][N:15]1[C:2]1[CH:7]=[CH:6][C:5]([NH2:8])=[C:4]([O:11][CH3:12])[CH:3]=1 |f:2.3.4,6.7.8.9.10|. Procedure details: 4-chloro-2-(methyloxy)-1-nitrobenzene (6.71 g, 29.7 mmol), (3S)-3-methylmorpholine (Synthetech Inc., 2.0 g, 19.8 mmol), cesium carbonate (13.0 g, 40 mmol), Pd2dba3 (1.83 g, 2.0 mmol), and XANTPHOS (1.73 g, 3.0 mmol) were added to degassed dioxane (200 mL) and heated to 100° C. under a water cooled reflux condenser for 12 hours. The dioxane was removed under reduced pressure and the solids were partitioned between methylene chloride (500 mL) and water (500 mL). The organic layer was dried over so... Starting materials: ClP(Cl)(Cl)(Cl)Cl, ClCCCl, CN(NC(=O)c1c(Cl)cccc1Cl)S(=O)(=O)c1ccccc1. Product: CN(N=C(Cl)c1c(Cl)cccc1Cl)S(=O)(=O)c1ccccc1. Reaction SMILES: [Cl:23][P:24]([Cl:25])([Cl:26])([Cl:27])[Cl:28].[Cl:29][CH2:30][CH2:31][Cl:32].[c:1]1([S:7](=[O:8])(=[O:9])[N:10]([NH:11][C:12]([c:13]2[c:14]([Cl:20])[cH:15][cH:16][cH:17][c:18]2[Cl:19])=[O:21])[CH3:22])[cH:2][cH:3][cH:4][cH:5][cH:6]1>>[c:1]1([S:7](=[O:8])(=[O:9])[N:10]([N:11]=[C:12]([c:13]2[c:14]([Cl:20])[cH:15][cH:16][cH:17][c:18]2[Cl:19])[Cl:23])[CH3:22])[cH:2][cH:3][cH:4][cH:5][cH:6]1. Reactants: CCOC(=O)/N=N/C(=O)OCC (diethylazodicarboxylate), C1(=CC=CC=C1)C (toluene), BrC1=C(C(=C(C(=C1)C(CO)(C)C1=CC=C(C=C1)C(C)C)O)C)C (4-bromo-6-(2-hydroxy-1-(4-isopropylphenyl)-1-methylethyl)-2,3-dimethylphenol), Example 22, C1(=CC=CC=C1)P(C1=CC=CC=C1)C1=CC=CC=C1 (triphenylphosphine). Run in C1CCOC1 (THF). Reaction conditions: time 1 hour. The product is BrC=1C(=C(C2=C(C(CO2)(C)C2=CC=C(C=C2)C(C)C)C1)C)C (5-bromo-3-(4-isopropylphenyl)-3,6,7-trimethyl-2,3-dihydro-1-benzofuran). RXN SMILES: [Br:1][C:2]1[CH:7]=[C:6]([C:8]([C:12]2[CH:17]=[CH:16][C:15]([CH:18]([CH3:20])[CH3:19])=[CH:14][CH:13]=2)([CH3:11])[CH2:9][OH:10])[C:5](O)=[C:4]([CH3:22])[C:3]=1[CH3:23].C1(P(C2C=CC=CC=2)C2C=CC=CC=2)C=CC=CC=1.CCOC(/N=N/C(OCC)=O)=O.C1(C)C=CC=CC=1>C1COCC1>[Br:1][C:2]1[C:3]([CH3:23])=[C:4]([CH3:22])[C:5]2[O:10][CH2:9][C:8]([C:12]3[CH:13]=[CH:14][C:15]([CH:18]([CH3:20])[CH3:19])=[CH:16][CH:17]=3)([CH3:11])[C:6]=2[CH:7]=1. Procedure: To a solution of 4-bromo-6-(2-hydroxy-1-(4-isopropylphenyl)-1-methylethyl)-2,3-dimethylphenol obtained in Reference Example 22 (830 mg, 2.21 mmol) and triphenylphosphine (638 mg, 2.43 mmol) in THF (60 mL) was added diethylazodicarboxylate (a 40% toluene solution, 1.06 g, 2.43 mmol) with ice-cooling, and the mixture was stirred at room temperature for 1 hour. The solvent was concentrated under reduced pressure to obtain a residue, which was purified by silica gel column chromatography (hexane:eth... The reactants are NC=1C(=C(C=CC1N)C=1C2=C(C(N(C1)C)=O)N(C=C2)S(=O)(=O)C2=CC=C(C=C2)C)OC2=C(C=C(C=C2)F)F (4-[3,4-diamino-2-(2,4-difluorophenoxyl)phenyl]-6-methyl-1-[(4-methylphenyl)sulfonyl]-1,6-dihydro-7H-pyrrolo[2,3-c]pyridin-7-one), C(OCC)([O-])[O-] (ethyl orthoformate), O.C1(=CC=C(C=C1)S(=O)(=O)O)C (p-toluenesulfonic acid monohydrate). Run in O1CCCC1 (tetrahydrofuran). Conditions: temperature 50 celsius, time 1 hour. The product is N1=CNC2=C1C=CC=C2 (benzimidazole). As a reaction SMILES: [NH2:1][C:2]1[C:3](OC2C=CC(F)=CC=2F)=[C:4](C2C3C=CN(S(C4C=CC(C)=CC=4)(=O)=O)C=3C(=O)N(C)C=2)[CH:5]=[CH:6][C:7]=1[NH2:8].[CH:39]([O-])([O-])OCC.O.C1(C)C=CC(S(O)(=O)=O)=CC=1>O1CCCC1>[N:1]1[C:2]2[CH:3]=[CH:4][CH:5]=[CH:6][C:7]=2[NH:8][CH:39]=1 |f:2.3|. Procedure: A solution of 4-[3,4-diamino-2-(2,4-difluorophenoxyl)phenyl]-6-methyl-1-[(4-methylphenyl)sulfonyl]-1,6-dihydro-7H-pyrrolo[2,3-c]pyridin-7-one (31.0 mg, 0.058 mmol) in tetrahydrofuran (0.50 mL) was treated with ethyl orthoformate (28.8 μL, 0.173 mmol) followed by p-toluenesulfonic acid monohydrate (1.1 mg, 5.8 μmol) and stirred at 50° C. for 1 h. The reaction mixture was concentrated to give the intermediate benzimidazole which was used immediately without further purification. The intermediate b... The reactants are Cl.ClCC1=CC=NC=C1 (4-chloromethylpyridine-hydrochloride), [Na] (sodium), C(C)(C)O (isopropanol), Cl (hydrochloric acid). Product: C(C)(C)OCC1=CC=NC=C1 (4-(Isopropoxymethyl)-pyridine). RXN SMILES: [Na].Cl.Cl[CH2:4][C:5]1[CH:10]=[CH:9][N:8]=[CH:7][CH:6]=1.Cl.[CH:12]([OH:15])([CH3:14])[CH3:13]>>[CH:12]([O:15][CH2:4][C:5]1[CH:10]=[CH:9][N:8]=[CH:7][CH:6]=1)([CH3:14])[CH3:13] |f:1.2,^1:0|. Reported procedure: 3.4 g of sodium are dissolved in 120 ml of isopropanol and 11 g (0.067 mol) of 4-chloromethylpyridine-hydrochloride are added. The reaction mixture is refluxed for 10 hours under nitrogen, with stirring, then after cooling it is made weakly acidic with dilute hydrochloric acid and concentrated by evaporation under reduced pressure. The residue is made alkaline with 40% potassium carbonate solution and extracted with ether. After drying with anhydrous sodium sulphate the organic phase is concentr... The reactants are C1CCOC1, CO, COC(=O)c1cccc(CC2=C(c3nc(-c4ccccc4)c(-c4ccccc4)o3)C3CCC2C3)c1. The product is O=C(O)c1cccc(CC2=C(c3nc(-c4ccccc4)c(-c4ccccc4)o3)C3CCC2C3)c1. RXN SMILES: [CH2:38]1[O:39][CH2:40][CH2:41][CH2:42]1.[CH3:36][OH:37].[c:1]1(-[c:7]2[n:8][c:9]([C:18]3=[C:19]([CH2:25][c:26]4[cH:27][c:28]([C:29](=[O:30])[O:31][CH3:32])[cH:33][cH:34][cH:35]4)[CH:20]4[CH2:21][CH2:22][CH:23]3[CH2:24]4)[o:10][c:11]2-[c:12]2[cH:13][cH:14][cH:15][cH:16][cH:17]2)[cH:2][cH:3][cH:4][cH:5][cH:6]1>>[c:1]1(-[c:7]2[n:8][c:9]([C:18]3=[C:19]([CH2:25][c:26]4[cH:27][c:28]([C:29](=[O:30])[OH:31])[cH:33][cH:34][cH:35]4)[CH:20]4[CH2:21][CH2:22][CH:23]3[CH2:24]4)[o:10][c:11]2-[c:12]2[cH:13][cH:14][cH:15][cH:16][cH:17]2)[cH:2][cH:3][cH:4][cH:5][cH:6]1. Reactants: crude product, COC(=O)C1=CC=C2C(=C(NC2=C1Cl)C1=CC=C(C=C1)OC)C1CCCCC1 (Methyl-7-chloro-3-cyclohexyl-2-(4-methoxyphenyl)-1H-indole-6-carboxylate), [H-].[Na+] (NaH), BrCCO[Si](C)(C)C(C)(C)C ((2-bromoethoxy)-tert-butyldimethylsilane), Cl (HCl). The solvent is O (water), CS(=O)C (DMSO). Run at time 20 minute. Product: COC(=O)C1=CC=C2C(=C(N(C2=C1Cl)CCO[Si](C)(C)C(C)(C)C)C1=CC=C(C=C1)OC)C1CCCCC1 (Methyl-1-(2-(tert-butyldimethylsilyloxy)ethyl)-7-chloro-3-cyclohexyl-2-(4-methoxy phenyl)-1H-indole-6-carboxylate). The yield is 84.0%. RXN SMILES: [CH3:1][O:2][C:3]([C:5]1[C:13]([Cl:14])=[C:12]2[C:8]([C:9]([CH:23]3[CH2:28][CH2:27][CH2:26][CH2:25][CH2:24]3)=[C:10]([C:15]3[CH:20]=[CH:19][C:18]([O:21][CH3:22])=[CH:17][CH:16]=3)[NH:11]2)=[CH:7][CH:6]=1)=[O:4].[H-].[Na+].Br[CH2:32][CH2:33][O:34][Si:35]([C:38]([CH3:41])([CH3:40])[CH3:39])([CH3:37])[CH3:36].Cl>CS(C)=O.O>[CH3:1][O:2][C:3]([C:5]1[C:13]([Cl:14])=[C:12]2[C:8]([C:9]([CH:23]3[CH2:28][CH2:27][CH2:26][CH2:25][CH2:24]3)=[C:10]([C:15]3[CH:20]=[CH:19][C:18]([O:21][CH3:22])=[CH:17][CH:16]=3)[N:11]2[CH2:32][CH2:33][O:34][Si:35]([C:38]([CH3:41])([CH3:40])[CH3:39])([CH3:37])[CH3:36])=[CH:7][CH:6]=1)=[O:4] |f:1.2|. Procedure: To a mixture of Methyl-7-chloro-3-cyclohexyl-2-(4-methoxyphenyl)-1H-indole-6-carboxylate (115.7 mgs, 291 μmol) in 2 mL of DMSO under N2 was added NaH (95%, 2 equivalents, 582 μmol, 14.0 mgs), and the reaction mixture was stirred for 20 minutes. (2-bromoethoxy)-tert-butyldimethylsilane (1.5 equivalents, 436 μmol, 94 μL) was then along with KI (1.5 equivalents, 72.4 mgs), and the reaction was stirred at room temperature overnight. The crude product was acidified with 1 M HCl, diluted with water an...